From a dataset of the Open Reaction Database (ORD), a public repository of structured organic reaction records. describe an organic reaction: reactants, conditions, products, and yield The product is O=c1n(Cc2ccc(C(F)(F)F)nc2)nc2c(-c3ccncc3)c(-c3ccc(Cl)cc3)cnn12. As a reaction SMILES: [Cl:1][c:2]1[cH:3][cH:4][c:5](-[c:8]2[c:9](-[c:18]3[cH:19][cH:20][n:21][cH:22][cH:23]3)[c:10]3[n:11]([n:12][cH:13]2)[c:14](=[O:17])[nH:15][n:16]3)[cH:6][cH:7]1.[Cl:30][CH2:31][c:32]1[cH:33][cH:34][c:35]([C:38]([F:39])([F:40])[F:41])[n:36][cH:37]1.[K+:24].[K+:25].[O-:26][C:27]([O-:28])=[O:29].[O:42]=[CH:43][N:44]([CH3:45])[CH3:46]>>[Cl:1][c:2]1[cH:3][cH:4][c:5](-[c:8]2[c:9](-[c:18]3[cH:19][cH:20][n:21][cH:22][cH:23]3)[c:10]3[n:11]([n:12][cH:13]2)[c:14](=[O:17])[n:15]([CH2:31][c:32]2[cH:33][cH:34][c:35]([C:38]([F:39])([F:40])[F:41])[n:36][cH:37]2)[n:16]3)[cH:6][cH:7]1. Reactants: O=c1[nH]nc2c(-c3ccncc3)c(-c3ccc(Cl)cc3)cnn12, FC(F)(F)c1ccc(CCl)cn1, [K+], [K+], O=C([O-])[O-], CN(C)C=O.